Dataset: the Open Reaction Database (ORD), a public repository of structured organic reaction records. Task: describe an organic reaction: reactants, conditions, products, and yield The reactants are CNC1=NC=C(C(=N1)C=1SC=CC1)C#C[Si](C)(C)C (N-methyl-4-(thiophen-2-yl)-5-(2-(trimethylsilyl)ethynyl)pyrimidin-2-amine), C([O-])([O-])=O.[K+].[K+] (potassium carbonate). Run in CO (methanol). Conditions: time 24 hour. Product: C(#C)C=1C(=NC(=NC1)NC)C=1SC=CC1 (5-ethynyl-N-methyl-4-(thiophen-2-yl)pyrimidin-2-amine). RXN SMILES: [CH3:1][NH:2][C:3]1[N:8]=[C:7]([C:9]2[S:10][CH:11]=[CH:12][CH:13]=2)[C:6]([C:14]#[C:15][Si](C)(C)C)=[CH:5][N:4]=1.C(=O)([O-])[O-].[K+].[K+]>CO>[C:14]([C:6]1[C:7]([C:9]2[S:10][CH:11]=[CH:12][CH:13]=2)=[N:8][C:3]([NH:2][CH3:1])=[N:4][CH:5]=1)#[CH:15] |f:1.2.3|. Procedure: A 25 mL round bottom flask was charged with N-methyl-4-(thiophen-2-yl)-5-(2-(trimethylsilyl)ethynyl)pyrimidin-2-amine (0.518 g, 1.80 mmol), methanol (20 mL), and potassium carbonate (0.747 g, 5.41 mmol), and the reaction mixture stirred at room temperature for 24 hours. The reaction mixture was concentrated and the residue was purified via column chromatography on silica gel (gradient elution with 0-100% ethyl acetate-hexane) to 5-ethynyl-N-methyl-4-(thiophen-2-yl)pyrimidin-2-amine. MS m/z=216 [... Reactants: CCC(=O)NC1CC(n2cnc3c(NC(CC)CC)nc(Cl)nc32)C(O)C1O, NC1CCC(N)CC1. Product: CCC(=O)NC1CC(n2cnc3c(NC(CC)CC)nc(NC4CCC(N)CC4)nc32)C(O)C1O. Reaction SMILES: [Cl:1][c:2]1[n:3][c:4]([NH:23][CH:24]([CH2:25][CH3:26])[CH2:27][CH3:28])[c:5]2[n:6][cH:7][n:8]([CH:11]3[CH:12]([OH:22])[CH:13]([OH:21])[CH:14]([NH:16][C:17]([CH2:18][CH3:19])=[O:20])[CH2:15]3)[c:9]2[n:10]1.[NH2:29][CH:30]1[CH2:31][CH2:32][CH:33]([NH2:36])[CH2:34][CH2:35]1>>[c:2]1([NH:36][CH:33]2[CH2:32][CH2:31][CH:30]([NH2:29])[CH2:35][CH2:34]2)[n:3][c:4]([NH:23][CH:24]([CH2:25][CH3:26])[CH2:27][CH3:28])[c:5]2[n:6][cH:7][n:8]([CH:11]3[CH:12]([OH:22])[CH:13]([OH:21])[CH:14]([NH:16][C:17]([CH2:18][CH3:19])=[O:20])[CH2:15]3)[c:9]2[n:10]1. Reactants: [Al] (aluminum), C(C1=CC=CC=C1)(=O)NC1=C(C=C(C(=C1)Cl)[N+](=O)[O-])O (2-benzamido 4-chloro 5-nitrophenol). The reagents and catalysts are [Ni] (nickel), [Co] (cobalt), [Cr] (chromium), [Co] (cobalt). Yields the product amine, NC=1C(=CC(=C(C1)O)NC(C1=CC=CC=C1)=O)Cl (5-amino 2-benzamido 4-chlorophenol). As a reaction SMILES: [Al].[C:2]([NH:10][C:11]1[CH:16]=[C:15]([Cl:17])[C:14]([N+:18]([O-])=O)=[CH:13][C:12]=1[OH:21])(=[O:9])[C:3]1[CH:8]=[CH:7][CH:6]=[CH:5][CH:4]=1>[Co].[Cr].[Ni]>[NH2:18][C:14]1[C:15]([Cl:17])=[CH:16][C:11]([NH:10][C:2](=[O:9])[C:3]2[CH:8]=[CH:7][CH:6]=[CH:5][CH:4]=2)=[C:12]([OH:21])[CH:13]=1. Procedure details: Using the procedure described above and 5.0 g of a chromium-containing Raney cobalt catalyst containing about 20-30 weight percent aluminum, 1.5 to 2.5 weight percent nickel and the remainder cobalt, 2-benzamido 4-chloro 5-nitrophenol is hydrogenated for a total of 4 hours to obtain the corresponding amine, 5-amino 2-benzamido 4-chlorophenol. Analysis of a sample of the reaction mixture taken and analyzed in accordance with the procedure used in the preceding example, show that the purity of the...